This data is from the Open Reaction Database (ORD), a public repository of structured organic reaction records. The task is: describe an organic reaction: reactants, conditions, products, and yield The reactants are COC1=CC(=C(CN2N=CC3=CC(=CC=C23)C=C2C(N=C(S2)SC)=O)C=C1)C(F)(F)F (5-[1-(4-methoxy-2-trifluoromethyl-benzyl)-1H-indazol-5-ylmethylene]-2-methylsulfanyl-thiazol-4-one), N1[C@@H](CC1)C(=O)O (azetidine-2-(S)-carboxylic acid). Yields the product COC1=CC(=C(CN2N=CC3=CC(=CC=C23)C=C2C(N=C(S2)N2[C@@H](CC2)C(=O)O)=O)C=C1)C(F)(F)F (1-{5-[1-(4-Methoxy-2-trifluoromethyl-benzyl)-1H-indazol-5-ylmethylene]-4-oxo-4,5-dihydro-thiazol-2-yl}-azetidine-2-(S)-carboxylic acid). RXN SMILES: [CH3:1][O:2][C:3]1[CH:27]=[CH:26][C:6]([CH2:7][N:8]2[C:16]3[C:11](=[CH:12][C:13]([CH:17]=[C:18]4[S:22][C:21](SC)=[N:20][C:19]4=[O:25])=[CH:14][CH:15]=3)[CH:10]=[N:9]2)=[C:5]([C:28]([F:31])([F:30])[F:29])[CH:4]=1.[NH:32]1[CH2:35][CH2:34][C@H:33]1[C:36]([OH:38])=[O:37]>>[CH3:1][O:2][C:3]1[CH:27]=[CH:26][C:6]([CH2:7][N:8]2[C:16]3[C:11](=[CH:12][C:13]([CH:17]=[C:18]4[S:22][C:21]([N:32]5[CH2:35][CH2:34][C@H:33]5[C:36]([OH:38])=[O:37])=[N:20][C:19]4=[O:25])=[CH:14][CH:15]=3)[CH:10]=[N:9]2)=[C:5]([C:28]([F:29])([F:30])[F:31])[CH:4]=1. Procedure details: 1-{5-[1-(4-Methoxy-2-trifluoromethyl-benzyl)-1H-indazol-5-ylmethylene]-4-oxo-4,5-dihydro-thiazol-2-yl}-azetidine-2-(S)-carboxylic acid was prepared from 5-[1-(4-methoxy-2-trifluoromethyl-benzyl)-1H-indazol-5-ylmethylene]-2-methylsulfanyl-thiazol-4-one and azetidine-2-(S)-carboxylic acid following General Procedure C.